This data is from the Open Reaction Database (ORD), a public repository of structured organic reaction records. The task is: describe an organic reaction: reactants, conditions, products, and yield Reactants: N1[C@@H](CCC1=O)C(=O)O (L-pyroglutamic acid), S(=O)(Cl)Cl (thionyl chloride), C([O-])(O)=O.[Na+] (sodium bicarbonate). Solvent: CO (methanol). Conditions: time 16 hour. Product: COC([C@H]1NC(CC1)=O)=O ((S)-5-oxoproline methyl ester). The yield is 80.0%. RXN SMILES: [NH:1]1[C:5](=[O:6])[CH2:4][CH2:3][C@H:2]1[C:7]([OH:9])=[O:8].S(Cl)(Cl)=O.[C:14](=O)(O)[O-].[Na+]>CO>[CH3:14][O:8][C:7](=[O:9])[C@@H:2]1[CH2:3][CH2:4][C:5](=[O:6])[NH:1]1 |f:2.3|. Reported procedure: To a solution of L-pyroglutamic acid (32.7 g, 0.253 mol) in methanol (600 mL) was added thionyl chloride (2.40 mL, 32.9 mmol), and the resulting solution was stirred at room temperature for 16 h. The reaction mixture was neutralized to pH=7 with saturated aqueous sodium bicarbonate and concentrated in vacuo. The residue was dissolved in methylene chloride, washed with brine, dried over magnesium sulfate, and concentrated. The residue was distilled under high vacuum to give the product as a color... As a reaction SMILES: [C:1]([C:3]1[CH:4]=[C:5]([NH2:9])[CH:6]=[CH:7][CH:8]=1)#[CH:2].[CH3:10][N:11]1[CH2:16][CH2:15][C:14](=O)[CH2:13][CH2:12]1.C(O)(C(F)(F)F)=O.C(O[BH-](OC(=O)C)OC(=O)C)(=O)C.[Na+].[NH4+].[OH-]>O1CCOCC1>[C:1]([C:3]1[CH:4]=[C:5]([NH:9][CH:14]2[CH2:15][CH2:16][N:11]([CH3:10])[CH2:12][CH2:13]2)[CH:6]=[CH:7][CH:8]=1)#[CH:2] |f:3.4,5.6|. Reported procedure: 3-Ethynyl-phenylamine (0.1 mL, 1 mmol) and 1-methyl-piperidin-4-one (0.15 mL, 1.2 mmol) in 1,4-dioxane (4 mL) was treated first with TFA (0.2 mL, 2.6 mmol) and then with sodium triacetoxyborohydride (318 mg, 1.5 mmol). After stirring for 2 h, 10% NH4OH was added to the reaction mixture (15 mL). Extraction with DCM (3×25 mL), drying over sodium sulfate, evaporation, purification by flash chromatography over silica gel (DCM/7N NH3 in MeOH 9/1) afforded the title compound (200 mg, 93%). The product is C(#C)C=1C=C(C=CC1)NC1CCN(CC1)C (N-(3-Ethynylphenyl)-1-methylpiperidin-4-amine). The reactants are [NH4+].[OH-] (NH4OH), mixture, C(C)(=O)O[BH-](OC(C)=O)OC(C)=O.[Na+] (sodium triacetoxyborohydride), C(#C)C=1C=C(C=CC1)N (3-Ethynyl-phenylamine), CN1CCC(CC1)=O (1-methyl-piperidin-4-one), C(=O)(C(F)(F)F)O (TFA). Solvent: O1CCOCC1 (1,4-dioxane). Conditions: time 2 hour. The yield is 93.3%.